From a dataset of the Open Reaction Database (ORD), a public repository of structured organic reaction records. describe an organic reaction: reactants, conditions, products, and yield Starting materials: solution, BrC1=CC=C(C=C1)NC=O (N-(4-bromo-phenyl)-formamide), CO (methanol), BrC1=CC=C(C=C1)NC=O (N-(4-bromo-phenyl)-formamide). Solvent: C1CCOC1 (THF), C1CCOC1 (THF), O (water). Run at temperature 0 celsius, time 3 hour. The product is BrC1=CC=C(C=C1)NC ((4-bromo-phenyl)-methyl-amine). The yield is 98.8%. As a reaction SMILES: [Br:1][C:2]1[CH:7]=[CH:6][C:5]([NH:8][CH:9]=O)=[CH:4][CH:3]=1.CO>C1COCC1.O>[Br:1][C:2]1[CH:7]=[CH:6][C:5]([NH:8][CH3:9])=[CH:4][CH:3]=1. Reported procedure: To a stirred 2M solution of borane methyl sulfide complex in THF (580 mL, 1.16 mol) at 0° C. was slowly added a solution of N-(4-bromo-phenyl)-formamide (Example 1, Step (1), 93 g., 0.465 mol) in 280 mL of THF so that the temperature of the solution did not rise above 5° C. Once the addition of the formanilide was complete, the reaction was brought to reflux and stirred for 3 hours. The reaction was then cooled to 0° C. and 190 mL of methanol was added slowly to control the frothing of the react... Starting materials: C1COCCN1, CCN=C=NCCCN(C)C, CN(C)c1ccncc1, O=C(O)c1cnc(C(=O)c2cn(Cc3ccc(Cl)cc3)c3ccccc23)[nH]1, ClCCl, Cl. Product: O=C(c1ncc(C(=O)N2CCOCC2)[nH]1)c1cn(Cc2ccc(Cl)cc2)c2ccccc12. RXN SMILES: [CH2:40]1[CH2:41][O:42][CH2:43][CH2:44][NH:45]1.[CH3:29][N:30]([CH3:31])[CH2:32][CH2:33][CH2:34][N:35]=[C:36]=[N:37][CH2:38][CH3:39].[CH3:46][N:47]([CH3:48])[c:49]1[cH:50][cH:51][n:52][cH:53][cH:54]1.[Cl:1][c:2]1[cH:3][cH:4][c:5]([CH2:6][n:7]2[cH:8][c:9]([C:16](=[O:17])[c:18]3[n:19][cH:20][c:21]([C:23](=[O:24])[OH:25])[nH:22]3)[c:10]3[cH:11][cH:12][cH:13][cH:14][c:15]23)[cH:26][cH:27]1.[Cl:55][CH2:56][Cl:57].[ClH:28]>>[Cl:1][c:2]1[cH:3][cH:4][c:5]([CH2:6][n:7]2[cH:8][c:9]([C:16](=[O:17])[c:18]3[n:19][cH:20][c:21]([C:23](=[O:25])[N:45]4[CH2:40][CH2:41][O:42][CH2:43][CH2:44]4)[nH:22]3)[c:10]3[cH:11][cH:12][cH:13][cH:14][c:15]23)[cH:26][cH:27]1. Reactants: [N+](=O)([O-])C1=CC(=NN1)CO ((5-Nitro-1H-pyrazol-3-yl)methanol), O=S(Cl)Cl (SOCl2). Run in C(Cl)Cl (CH2Cl2). Yields the product ClCC1=NNC(=C1)[N+](=O)[O-] (3-(chloromethyl)-5-nitro-1H-pyrazole). RXN SMILES: [N+:1]([C:4]1[NH:8][N:7]=[C:6]([CH2:9]O)[CH:5]=1)([O-:3])=[O:2].O=S(Cl)[Cl:13]>C(Cl)Cl>[Cl:13][CH2:9][C:6]1[CH:5]=[C:4]([N+:1]([O-:3])=[O:2])[NH:8][N:7]=1. Procedure details: (5-Nitro-1H-pyrazol-3-yl)methanol (524 mg, 3.66 mmol) was first treated with SOCl2 (3 ml) in CH2Cl2 (5 ml) at 35° C. for 2 hrs. The solvent was removed to get a crude 3-(chloromethyl)-5-nitro-1H-pyrazole. Then following General Procedure A, the title compound (515 mg, 49%) was prepared from 2-amino-4-chlorobenzenethiol (161 mg, 1.01 mmol), crude 3-(chloromethyl)-5-nitro-1H-pyrazole, K2CO3 (468 mg, 3.39 mmol) in DMF (3 ml). Reactants: COCCCN1C(CC(NC2=C1C=CC=C2)=O)=O (5-(3-methoxypropyl)-1H-[1,5]benzodiazepine-2,4(3H,5H)-dione), Br.C(C)(=O)O (hydrobromic acid acetic acid). Reported procedure: To 4.9 g of the compound of Example 208, 25 ml of 30% hydrobromic acid-acetic acid solution is added and the resulting mixture is stirred at 60° C. for 4.7 hours. The resulting mixture is poured into water and the resultant is subjected to extraction with ethyl acetate. The organic layer is washed with aqueous sodium carbonate solution and brine and dried. The resultant is purified by silica gel column chromatography (ethyl acetate) to obtain 3.3 g of (209). Yields the product BrCCCN1C(CC(NC2=C1C=CC=C2)=O)=O (5-(3-bromopropyl)-1H-[1,5]benzodiazepine-2,4(3H,5H)-dione). RXN SMILES: CO[CH2:3][CH2:4][CH2:5][N:6]1[C:12]2[CH:13]=[CH:14][CH:15]=[CH:16][C:11]=2[NH:10][C:9](=[O:17])[CH2:8][C:7]1=[O:18].[BrH:19].C(O)(=O)C>O>[Br:19][CH2:3][CH2:4][CH2:5][N:6]1[C:12]2[CH:13]=[CH:14][CH:15]=[CH:16][C:11]=2[NH:10][C:9](=[O:17])[CH2:8][C:7]1=[O:18] |f:1.2|. Run at temperature 60 celsius, time 4.7 hour. The solvent is O (water).